The task is: describe an organic reaction: reactants, conditions, products, and yield. This data is from the Open Reaction Database (ORD), a public repository of structured organic reaction records. Reactants: COC=1C=C2C=CC(=CC2=CC1)C=1OC2=C(C1)C=CC=C2 (2-(6-methoxy-2-naphthyl)-1-benzofuran), C1(CCCC1)CC(=O)Cl (2-cyclopentylacetyl chloride), [Sn](Cl)(Cl)(Cl)Cl (tin (IV) chloride). The solvent is C(=S)=S (carbon disulfide). The product is C1(CCCC1)CC(=O)C1=C(OC2=C1C=CC=C2)C2=CC1=CC=C(C=C1C=C2)OC (2-Cyclopentyl-1-[2-(6-methoxy-2-naphthyl)-1-benzofuran-3-yl]-1-ethanone). The yield is 59.1%. As a reaction SMILES: [CH3:1][O:2][C:3]1[CH:4]=[C:5]2[C:10](=[CH:11][CH:12]=1)[CH:9]=[C:8]([C:13]1[O:14][C:15]3[CH:21]=[CH:20][CH:19]=[CH:18][C:16]=3[CH:17]=1)[CH:7]=[CH:6]2.[CH:22]1([CH2:27][C:28](Cl)=[O:29])[CH2:26][CH2:25][CH2:24][CH2:23]1.[Sn](Cl)(Cl)(Cl)Cl>C(=S)=S>[CH:22]1([CH2:27][C:28]([C:17]2[C:16]3[CH:18]=[CH:19][CH:20]=[CH:21][C:15]=3[O:14][C:13]=2[C:8]2[CH:7]=[CH:6][C:5]3[C:10](=[CH:11][CH:12]=[C:3]([O:2][CH3:1])[CH:4]=3)[CH:9]=2)=[O:29])[CH2:26][CH2:25][CH2:24][CH2:23]1. Procedure: Following the procedure described in Step 2 of Example 1, 2-(6-methoxy-2-naphthyl)-1-benzofuran (6.00 g, 21.9 mmol) was acylated with 2-cyclopentylacetyl chloride (3.51 g, 23.9 mmol) using tin (IV) chloride (2.8 mL, 24 mmol) in carbon disulfide (120 mL). Purification by flash chromatography (Biotage apparatus) using 10-25% chloroform in hexane and 0.5-1% ethyl acetate in hexane as eluants furnished the title compound as a yellow gum (4.98 g); 1HNMR (200 MHz, DMSO-d6): δ8.35 (s, 1H), 8.0 (d, 3H, ...